Dataset: the Open Reaction Database (ORD), a public repository of structured organic reaction records. Task: describe an organic reaction: reactants, conditions, products, and yield The reactants are C(CC)N(C1CC2=C(C=CC=C2CC1)OS(=O)(=O)C(F)(F)F)CCC (2-(dipropylamino)-8-[(trifluoromethylsulfonyl)-oxy]tetralin), C[Sn](C)(C)C (tetramethylstannane), [Cl-].[Li+] (lithium chloride), dichloro[1,1'-bis(diphenylphosphino)ferocene]palladium(II), CN(C=O)C (dimethylformamide). Run at temperature 90 celsius, time 14 hour. Yields the product Cl.C(C)(=O)C=1C=CC=C2CCC(CC12)N(CCC)CCC (8-acetyl-2-(dipropylamino)tetralin hydrochloride). Yield: 70.0%. Reaction SMILES: [CH2:1]([N:4]([CH2:23][CH2:24][CH3:25])[CH:5]1[CH2:14][CH2:13][C:12]2[C:7](=[C:8](OS(C(F)(F)F)(=O)=O)[CH:9]=[CH:10][CH:11]=2)[CH2:6]1)[CH2:2][CH3:3].[CH3:26][Sn](C)(C)C.[Cl-:31].[Li+].CN(C)[CH:35]=[O:36]>>[ClH:31].[C:35]([C:8]1[CH:9]=[CH:10][CH:11]=[C:12]2[C:7]=1[CH2:6][CH:5]([N:4]([CH2:23][CH2:24][CH3:25])[CH2:1][CH2:2][CH3:3])[CH2:14][CH2:13]2)(=[O:36])[CH3:26] |f:2.3,5.6|. Reported procedure: A mixture of 2-(dipropylamino)-8-[(trifluoromethylsulfonyl)-oxy]tetralin (455 mg, 1.2 mmol), tetramethylstannane (257 mg, 1.44 mmol), lithium chloride (158 mg, 3.7 mmol), dichloro[1,1'-bis(diphenylphosphino)ferocene]palladium(II) (PdCl2 (dppf); 61 mg, 0.07 mmol), molecular sieves (4 Å; 120 mg) and dimethylformamide (10 ml) was stirred under an atmosphere of carbon monoxide for 14 h at 90° C. The catalyst was filtered and the filtrate was partitioned between water and ether. The organic layer was... The product is COC1=CC=C(COC2=CC=NN2C2=NC=CC(=C2)C#N)C=C1 (2-{5-[(4-methoxybenzyl)oxy]-1H-pyrazol-1-yl}pyridine-4-carbonitrile). The reactants are OC1=CC=NN1C1=NC=CC(=C1)C#N (2-(5-hydroxy-1H-pyrazol-1-yl)pyridine-4-carbonitrile), COC1=CC=C(CO)C=C1 (4-methoxybenzyl alcohol). The yield is 14.0%. Reported procedure: The title compound was prepared in 14% yield from 2-(5-hydroxy-1H-pyrazol-1-yl)pyridine-4-carbonitrile and 4-methoxybenzyl alcohol according to the procedure for the preparation of Example 39, part C. 1H NMR (400 MHz, CDCl3): δ 3.81 (3H, s), 5.17 (2H, s), 5.75 (1H, d, J=2.0 Hz), 6.91-6.93 (2H, m), 7.34-7.39 (3H, m), 7.57 (1H, d, J=2.0 Hz), 8.01 (1H, s), 8.69 (1H, d, J=4.8 Hz). [M+H] Calc'd for C17H14N4O2, 307. Found, 307. Reaction SMILES: [OH:1][C:2]1[N:6]([C:7]2[CH:12]=[C:11]([C:13]#[N:14])[CH:10]=[CH:9][N:8]=2)[N:5]=[CH:4][CH:3]=1.[CH3:15][O:16][C:17]1[CH:24]=[CH:23][C:20]([CH2:21]O)=[CH:19][CH:18]=1>>[CH3:15][O:16][C:17]1[CH:24]=[CH:23][C:20]([CH2:21][O:1][C:2]2[N:6]([C:7]3[CH:12]=[C:11]([C:13]#[N:14])[CH:10]=[CH:9][N:8]=3)[N:5]=[CH:4][CH:3]=2)=[CH:19][CH:18]=1.